This data is from the Open Reaction Database (ORD), a public repository of structured organic reaction records. The task is: describe an organic reaction: reactants, conditions, products, and yield Solvent: N1=CC=CC=C1 (pyridine), N1=CC=CC=C1 (pyridine). Procedure: Under an atmosphere of argon protective gas, 2-amino-7-[4-cyano-2-(methylsulfonyl)phenyl]-5-methyl-4-[3-(trifluoromethyl)phenyl]-4,7-dihydro[1,2,4]triazolo[1,5-a]pyrimidine-6-carbonitrile (7 mg, 13.6 μmol) was dissolved in a mixture of abs. THF (0.6 ml) and abs. pyridine (11 μl). At room temperature, abs. pyridine (5×11 μl) and methyl chloroformate (5×6.4 mg, 5×68.1 μmol; 25 eq.) were added in a plurality of portions. The mixture was then heated as 80° C. for 12 h. Once HPLC analysis showed subs... As a reaction SMILES: [NH2:1][C:2]1[N:35]=[C:5]2[N:6]([C:25]3[CH:30]=[CH:29][CH:28]=[C:27]([C:31]([F:34])([F:33])[F:32])[CH:26]=3)[C:7]([CH3:24])=[C:8]([C:22]#[N:23])[CH:9]([C:10]3[CH:15]=[CH:14][C:13]([C:16]#[N:17])=[CH:12][C:11]=3[S:18]([CH3:21])(=[O:20])=[O:19])[N:4]2[N:3]=1.C1COCC1.Cl[C:42]([O:44][CH3:45])=[O:43]>N1C=CC=CC=1>[CH3:45][O:44][C:42](=[O:43])[NH:1][C:2]1[N:35]=[C:5]2[N:6]([C:25]3[CH:30]=[CH:29][CH:28]=[C:27]([C:31]([F:34])([F:32])[F:33])[CH:26]=3)[C:7]([CH3:24])=[C:8]([C:22]#[N:23])[CH:9]([C:10]3[CH:15]=[CH:14][C:13]([C:16]#[N:17])=[CH:12][C:11]=3[S:18]([CH3:21])(=[O:20])=[O:19])[N:4]2[N:3]=1. Starting materials: NC1=NN2C(N(C(=C(C2C2=C(C=C(C=C2)C#N)S(=O)(=O)C)C#N)C)C2=CC(=CC=C2)C(F)(F)F)=N1 (2-amino-7-[4-cyano-2-(methylsulfonyl)phenyl]-5-methyl-4-[3-(trifluoromethyl)phenyl]-4,7-dihydro[1,2,4]triazolo[1,5-a]pyrimidine-6-carbonitrile), ClC(=O)OC (methyl chloroformate), C1CCOC1 (THF). Yields the product COC(NC1=NN2C(N(C(=C(C2C2=C(C=C(C=C2)C#N)S(=O)(=O)C)C#N)C)C2=CC(=CC=C2)C(F)(F)F)=N1)=O (Methyl{6-cyano-7-[4-cyano-2-(methylsulfonyl)phenyl]-5-methyl-4-[3-(trifluoromethyl)phenyl]-4,7-dihydro[1,2,4]triazolo[1,5-a]pyrimidin-2-yl}carbamate). Conditions: temperature 80 celsius.